Dataset: the Open Reaction Database (ORD), a public repository of structured organic reaction records. Task: describe an organic reaction: reactants, conditions, products, and yield Starting materials: C(C1=CC=CC=C1)OC(=O)N[C@@H](C)C1=CC=C(C(=O)OC(C)(C)C)C=C1 (tert-Butyl 4-((1S)-1-{[(benzyloxy)carbonyl]amino}ethyl)benzoate). Reagents/catalysts: [C].[Pd] (palladium-carbon). Solvent: C(C)O (ethanol), C(C)(=O)O (acetic acid). Conditions: time 2 hour. Product: N[C@@H](C)C1=CC=C(C(=O)OC(C)(C)C)C=C1 (tert-Butyl 4-[(1S)-1-aminoethyl]benzoate). The yield is 93.1%. Reaction SMILES: C(OC([NH:11][C@H:12]([C:14]1[CH:26]=[CH:25][C:17]([C:18]([O:20][C:21]([CH3:24])([CH3:23])[CH3:22])=[O:19])=[CH:16][CH:15]=1)[CH3:13])=O)C1C=CC=CC=1>C(O)C.C(O)(=O)C.[C].[Pd]>[NH2:11][C@H:12]([C:14]1[CH:26]=[CH:25][C:17]([C:18]([O:20][C:21]([CH3:23])([CH3:22])[CH3:24])=[O:19])=[CH:16][CH:15]=1)[CH3:13] |f:3.4|. Reported procedure: To a stirred solution of tert-butyl 4-((1S)-1-{[(benzyloxy)carbonyl]amino}ethyl)benzoate (step 2, 3.48 g, 9.8 mmol) in a mixture of ethanol (25 mL) and acetic acid (25 mL) was added 10% palladium-carbon (400 mg). The mixture was stirred at room temperature for 2 h under hydrogen atmosphere. The palladium catalyst was removed by filtration and washed with ethanol (100 mL). The filtrate was concentrated under reduced pressure and the residue was partitioned between ethyl acetate (200 mL) and satur... The reactants are ClC1=C(C=NC2=CC(=C(C=C12)OCC)OCC)C#N (4-chloro-6,7-diethoxy-3-quinolinecarbonitrile), ClC=1C=C(N)C=CC1SC=1N(C=CN1)C (3-chloro-4-(1-methyl-2-imidazolylthio)aniline). Yields the product ClC=1C=C(C=CC1SC=1N(C=CN1)C)NC1=C(C=NC2=CC(=C(C=C12)OCC)OCC)C#N (4[3-Chloro-4-(1-methyl-2-imidazolylthio)phenylamino]-6,7-diethoxy-3-quinolinecarbonitrile). As a reaction SMILES: Cl[C:2]1[C:11]2[C:6](=[CH:7][C:8]([O:15][CH2:16][CH3:17])=[C:9]([O:12][CH2:13][CH3:14])[CH:10]=2)[N:5]=[CH:4][C:3]=1[C:18]#[N:19].[Cl:20][C:21]1[CH:22]=[C:23]([CH:25]=[CH:26][C:27]=1[S:28][C:29]1[N:30]([CH3:34])[CH:31]=[CH:32][N:33]=1)[NH2:24]>>[Cl:20][C:21]1[CH:22]=[C:23]([NH:24][C:2]2[C:11]3[C:6](=[CH:7][C:8]([O:15][CH2:16][CH3:17])=[C:9]([O:12][CH2:13][CH3:14])[CH:10]=3)[N:5]=[CH:4][C:3]=2[C:18]#[N:19])[CH:25]=[CH:26][C:27]=1[S:28][C:29]1[N:30]([CH3:34])[CH:31]=[CH:32][N:33]=1. Reported procedure: In the manner of Example 141 reaction of 4-chloro-6,7-diethoxy-3-quinolinecarbonitrile with 3-chloro-4-(1-methyl-2-imidazolylthio)aniline (WO-9615118) gave the title compound as a tan solid, mp 285-290° C. The reactants are S(=O)(Cl)Cl (Thionyl chloride), P(O)(O)=O.C(C)C(C)(C(C1=NN(C=N1)C(C1=CC=CC=C1)(C1=CC=CC=C1)C1=CC=CC=C1)O)CC (diethyl 3-hydroxy-3(1-trityl-1,2,4-triazol-3-yl)propane phosphonate). Solvent: N1=CC=CC=C1 (pyridine). Run at time 3 hour. Yields the product P(O)(O)=O.C(C)C(C)(C(C1=NN(C=N1)C(C1=CC=CC=C1)(C1=CC=CC=C1)C1=CC=CC=C1)Cl)CC (diethyl 3-chloro-3(1-trityl-1,2,4-triazol-3-yl)propane phosphonate). RXN SMILES: S(Cl)([Cl:3])=O.[PH:5](=[O:8])([OH:7])[OH:6].[CH2:9]([C:11]([CH2:39][CH3:40])([CH:13](O)[C:14]1[N:18]=[CH:17][N:16]([C:19]([C:32]2[CH:37]=[CH:36][CH:35]=[CH:34][CH:33]=2)([C:26]2[CH:31]=[CH:30][CH:29]=[CH:28][CH:27]=2)[C:20]2[CH:25]=[CH:24][CH:23]=[CH:22][CH:21]=2)[N:15]=1)[CH3:12])[CH3:10]>N1C=CC=CC=1>[PH:5](=[O:6])([OH:8])[OH:7].[CH2:9]([C:11]([CH2:39][CH3:40])([CH:13]([Cl:3])[C:14]1[N:18]=[CH:17][N:16]([C:19]([C:32]2[CH:37]=[CH:36][CH:35]=[CH:34][CH:33]=2)([C:26]2[CH:31]=[CH:30][CH:29]=[CH:28][CH:27]=2)[C:20]2[CH:25]=[CH:24][CH:23]=[CH:22][CH:21]=2)[N:15]=1)[CH3:12])[CH3:10] |f:1.2,4.5|. Reported procedure: Thionyl chloride (20 ml) was added dropwise to a stirred solution of diethyl 3-hydroxy-3(1-trityl-1,2,4-triazol-3-yl)propane phosphonate (1.0 g, prepared as described in Example 24) in pyridine (10 ml), whilst maintaining the temperature below 5° C. The mixture was allowed to warm to room temperature, stirred for three hours, then evaporated under reduced pressure. The residue was dissolved in ethyl acetate, washed with water and brine, dried over magnesium sulphate and evaporated under reduced ... Reactants: CC1(CCC(CC1)C1=CC2=C(N=C(N=C2CNC2CCOCC2)C)S1)C (N-{[6-(4,4-dimethylcyclohexyl)-2-methylthieno[2,3-d]pyrimidin-4-yl]methyl}tetrahydro-2H-pyran-4-amine), N1=CC=CC=C1 (pyridine), C(Cl)Cl (DCM), C(C)(=O)OC(C)=O (acetic anhydride). Solvent: O (water). Reaction conditions: time 30 minute. Yields the product CC1(CCC(CC1)C1=CC2=C(N=C(N=C2CN(C(C)=O)C2CCOCC2)C)S1)C (N-{[6-(4,4-dimethylcyclohexyl)-2-methylthieno[2,3-d]pyrimidin-4-yl]methyl}-N-(tetrahydro-2H-pyran-4-yl)acetamide). RXN SMILES: [CH3:1][C:2]1([CH3:26])[CH2:7][CH2:6][CH:5]([C:8]2[S:25][C:11]3[N:12]=[C:13]([CH3:24])[N:14]=[C:15]([CH2:16][NH:17][CH:18]4[CH2:23][CH2:22][O:21][CH2:20][CH2:19]4)[C:10]=3[CH:9]=2)[CH2:4][CH2:3]1.N1C=CC=CC=1.C(Cl)Cl.[C:36](OC(=O)C)(=[O:38])[CH3:37]>O>[CH3:1][C:2]1([CH3:26])[CH2:7][CH2:6][CH:5]([C:8]2[S:25][C:11]3[N:12]=[C:13]([CH3:24])[N:14]=[C:15]([CH2:16][N:17]([CH:18]4[CH2:23][CH2:22][O:21][CH2:20][CH2:19]4)[C:36](=[O:38])[CH3:37])[C:10]=3[CH:9]=2)[CH2:4][CH2:3]1. Procedure: To a mixture of N-{[6-(4,4-dimethylcyclohexyl)-2-methylthieno[2,3-d]pyrimidin-4-yl]methyl}tetrahydro-2H-pyran-4-amine (60 mg), pyridine (129 μL), and DCM (1.8 mL) was added acetic anhydride (76 μL), followed by stirring at room temperature for 30 minutes. To the reaction mixture was added water, followed by extraction with EtOAc. The organic layer was washed with brine, dried over Na2SO4, and then concentrated under reduced pressure. The residue was purified by silica gel column to obtain N-{[6-...